This data is from the Open Reaction Database (ORD), a public repository of structured organic reaction records. The task is: describe an organic reaction: reactants, conditions, products, and yield Starting materials: CC(C)[N-]C(C)C, CCOCC, O=C(O)c1occ(Cl)c1Cl, [Li+], CCOP(=O)(Cl)OCC. Yields the product CCOP(=O)(OCC)c1oc(C(=O)O)c(Cl)c1Cl. Reaction SMILES: [CH3:12][CH:13]([N-:14][CH:15]([CH3:16])[CH3:17])[CH3:18].[CH3:28][CH2:29][O:30][CH2:31][CH3:32].[Cl:1][c:2]1[c:3]([C:8](=[O:9])[OH:10])[o:4][cH:5][c:6]1[Cl:7].[Li+:11].[P:19](=[O:20])([O:21][CH2:22][CH3:23])([O:24][CH2:25][CH3:26])[Cl:27]>>[Cl:1][c:2]1[c:3]([C:8](=[O:9])[OH:10])[o:4][c:5]([P:19](=[O:20])([O:21][CH2:22][CH3:23])[O:24][CH2:25][CH3:26])[c:6]1[Cl:7]. Reactants: CC(=O)O, CCO, Cc1ccc([N+](=O)[O-])c(C)c1Br, [Fe]. Yields the product Cc1ccc(N)c(C)c1Br. Reaction SMILES: [CH3:13][C:14](=[O:15])[OH:16].[CH3:17][CH2:18][OH:19].[CH3:1][c:2]1[c:3]([Br:12])[c:4]([CH3:11])[cH:5][cH:6][c:7]1[N+:8]([O-:9])=[O:10].[Fe:20]>>[CH3:1][c:2]1[c:3]([Br:12])[c:4]([CH3:11])[cH:5][cH:6][c:7]1[NH2:8]. Starting materials: C(CCC)C=1N(C(=CN1)/C=C(/C(=O)O)\CC=1SC=CC1)CC1=C(C=CC=C1)Cl ((E)-3-[2-n-butyl-1-{(2-chlorophenyl)methyl}-1H-imidazol-5-yl]-2-(2-thienyl)methyl-2-propenoic acid), ClCC(=O)N(CC)CC (2-chloro-N,N-diethyl-acetamide), C([O-])([O-])=O.[K+].[K+] (potassium carbonate). Run in O (water), CN(C=O)C (dimethylformamide). Conditions: temperature 70 celsius. Yields the product C(CCC)C=1N(C(=CN1)/C=C(/C(=O)OCC(=O)N(CC)CC)\CC=1SC=CC1)CC1=C(C=CC=C1)Cl ((E)-3-[2-n-Butyl-1-{(2-chlorophenyl)methyl}-1H-imidazol-5-yl]-2-(2-thienyl)methyl-2-propenoic acid, 2-(N,N-Diethylamino)-2-oxoethyl Ester). RXN SMILES: [CH2:1]([C:5]1[N:6]([CH2:21][C:22]2[CH:27]=[CH:26][CH:25]=[CH:24][C:23]=2[Cl:28])[C:7](/[CH:10]=[C:11](\[CH2:15][C:16]2[S:17][CH:18]=[CH:19][CH:20]=2)/[C:12]([OH:14])=[O:13])=[CH:8][N:9]=1)[CH2:2][CH2:3][CH3:4].Cl[CH2:30][C:31]([N:33]([CH2:36][CH3:37])[CH2:34][CH3:35])=[O:32].C(=O)([O-])[O-].[K+].[K+]>CN(C)C=O.O>[CH2:1]([C:5]1[N:6]([CH2:21][C:22]2[CH:27]=[CH:26][CH:25]=[CH:24][C:23]=2[Cl:28])[C:7](/[CH:10]=[C:11](\[CH2:15][C:16]2[S:17][CH:18]=[CH:19][CH:20]=2)/[C:12]([O:14][CH2:30][C:31]([N:33]([CH2:36][CH3:37])[CH2:34][CH3:35])=[O:32])=[O:13])=[CH:8][N:9]=1)[CH2:2][CH2:3][CH3:4] |f:2.3.4|. Reported procedure: A solution of (E)-3-[2-n-butyl-1-{(2-chlorophenyl)methyl}-1H-imidazol-5-yl]-2-(2-thienyl)methyl-2-propenoic acid (Example 1) (5 mmol) in dry dimethylformamide (10 mL) was treated with 2-chloro-N,N-diethyl-acetamide (5.51 mmol) followed by powdered potassium carbonate. This mixture was heated at 70° C. for 7 hours, diluted with water and extracted with ethyl acetate. The water-washed, dried, concentrated product solidifies and after trituration with ether/hexane affords the title ester; mp 139°-1... Starting materials: O1CC(NCC2=C1C=CC=C2)=O (2,3,4,5-tetrahydro-1,4-benzoxazepin-3-one), BrCCCCCBr (1,5-dibromopentane), [H-].[Na+] (sodium hydride oil dispersion). The product is BrCCCCCN1C(COC2=C(C1)C=CC=C2)=O (4-(5-bromopentyl)-2,3,4,5-tetrahydro-1,4-benzoxazepin-3-one). RXN SMILES: [O:1]1[C:7]2[CH:8]=[CH:9][CH:10]=[CH:11][C:6]=2[CH2:5][NH:4][C:3](=[O:12])[CH2:2]1.[Br:13][CH2:14][CH2:15][CH2:16][CH2:17][CH2:18]Br.[H-].[Na+]>CN(C=O)C>[Br:13][CH2:14][CH2:15][CH2:16][CH2:17][CH2:18][N:4]1[CH2:5][C:6]2[CH:11]=[CH:10][CH:9]=[CH:8][C:7]=2[O:1][CH2:2][C:3]1=[O:12] |f:2.3|. Run at time 1.5 hour. Yield: 69.5%. Run in CN(C)C=O (DMF). Procedure: In 20 ml of DMF was dissolved 100 mg of 2,3,4,5-tetrahydro-1,4-benzoxazepin-3-one and the solution then ice-cooled. Then, to the resulting solution were added 0.125 ml (1.5 equivalent) of 1,5-dibromopentane and 29.4 mg (1.2 equivalent) of a 60% sodium hydride oil dispersion and the mixture was stirred for 1.5 hour with ice-cooling. Thereafter, the reaction solution was reacted and/or treated and purified in the same manner as in Reference Example 1 to give 133 mg (yield: 69.5%) of the title comp... The reactants are Fc1ccc(C(F)(F)Br)c(F)c1F, Nc1ccc(O)c(C(=O)O)c1. Product: O=C(O)c1cc(NC(F)(F)c2ccc(F)c(F)c2F)ccc1O. RXN SMILES: [F:12][c:13]1[c:14]([F:24])[c:15]([F:23])[c:16]([C:17]([F:18])([F:19])[Br:20])[cH:21][cH:22]1.[NH2:1][c:2]1[cH:3][cH:4][c:5]([OH:11])[c:6]([C:7](=[O:8])[OH:9])[cH:10]1>>[NH:1]([c:2]1[cH:3][cH:4][c:5]([OH:11])[c:6]([C:7](=[O:8])[OH:9])[cH:10]1)[C:17]([c:16]1[c:15]([F:23])[c:14]([F:24])[c:13]([F:12])[cH:22][cH:21]1)([F:18])[F:19]. Reactants: product, O1CCCC1 (tetrahydrofuran), C[Si](C)(C)[N-][Si](C)(C)C.[K+] (potassium bis(trimethylsilyl)amide), CI (methyl iodide). Run at temperature 0 celsius, time 1 hour. Yields the product O1[C@H]2[C@@H]1C[C@H](CC2)COC ((1R*,2S*,4S*)-1,2-Epoxy-4-methoxymethylcyclohexane). As a reaction SMILES: C[Si]([N-][Si](C)(C)C)(C)C.[K+].CI.[O:13]1[CH2:17][CH2:16][CH2:15][CH2:14]1>>[O:13]1[C@H:17]2[CH2:16][C@@H:15]([CH2:14][O:13][CH3:17])[CH2:14][CH2:15][C@@H:16]12 |f:0.1|. Reported procedure: The product (4.63 g) obtained by the reaction in 2) was dissolved in tetrahydrofuran (50 ml), potassium bis(trimethylsilyl)amide (0.5N toluene solution, 80 ml) was added, and methyl iodide (2.93 ml) was then added. After heating the mixture to 0° C., it was stirred for 1 hour, quenched with a saturated aqueous solution of ammonium chloride and then diluted with diethyl ether. An organic layer was separated, washed with saturated saline and dried over anhydrous magnesium sulfate. The solvent was ...